This data is from the Open Reaction Database (ORD), a public repository of structured organic reaction records. The task is: describe an organic reaction: reactants, conditions, products, and yield The reactants are COC1=CC=C(C(=O)Cl)C=C1 (4-methoxybenzoyl chloride), N1=CC=C(C=C1)C1=CC=C(C(=O)NC=2C=NC=CC2N)C=C1 (N3-[4-(4-pyridyl)-benzoyl]-3,4-pyridinediamine). Yields the product COC1=CC=C(C(=O)NC2=C(C=NC=C2)NC(C2=CC=C(C=C2)C2=CC=NC=C2)=O)C=C1 (N4-(4-methoxybenzoyl)-N3-[4-(4-pyridyl)benzoyl]-3,4-pyridinediamine). Isolated yield 4.0%. Reaction SMILES: [CH3:1][O:2][C:3]1[CH:11]=[CH:10][C:6]([C:7](Cl)=[O:8])=[CH:5][CH:4]=1.[N:12]1[CH:17]=[CH:16][C:15]([C:18]2[CH:33]=[CH:32][C:21]([C:22]([NH:24][C:25]3[CH:26]=[N:27][CH:28]=[CH:29][C:30]=3[NH2:31])=[O:23])=[CH:20][CH:19]=2)=[CH:14][CH:13]=1>>[CH3:1][O:2][C:3]1[CH:11]=[CH:10][C:6]([C:7]([NH:31][C:30]2[CH:29]=[CH:28][N:27]=[CH:26][C:25]=2[NH:24][C:22](=[O:23])[C:21]2[CH:20]=[CH:19][C:18]([C:15]3[CH:14]=[CH:13][N:12]=[CH:17][CH:16]=3)=[CH:33][CH:32]=2)=[O:8])=[CH:5][CH:4]=1. Reported procedure: Using 4-methoxybenzoyl chloride and a similar procedure to that described for Example 2, Part C, N3-[4-(4-pyridyl)-benzoyl]-3,4-pyridinediamine (55 mg, 0.19 mmol) yielded 3.2 mg (4%) of the title compound. Procedure details: 4-Amino-5-chloro-2-methoxy-N-(piperidin-4-ylmethyl)benzamide dihydrochloride (2 g) and 4-(benzylsulfonyl)butyl chloride (1.46 g) were reacted and treated in the same manner as in Example 199 to give 0.96 g of 4-amino-N-((1-(4-(benzylsulfonyl)butyl)piperidin-4-yl)-methyl)-5-chloro-2-methoxybenzamide hydrochloride. The product is Cl.NC1=CC(=C(C(=O)NCC2CCN(CC2)CCCCS(=O)(=O)CC2=CC=CC=C2)C=C1Cl)OC (4-amino-N-((1-(4-(benzylsulfonyl)butyl)piperidin-4-yl)-methyl)-5-chloro-2-methoxybenzamide hydrochloride). Isolated yield 65.4%. Reaction SMILES: Cl.Cl.[NH2:3][C:4]1[C:19]([Cl:20])=[CH:18][C:7]([C:8]([NH:10][CH2:11][CH:12]2[CH2:17][CH2:16][NH:15][CH2:14][CH2:13]2)=[O:9])=[C:6]([O:21][CH3:22])[CH:5]=1.[CH2:23]([S:30]([CH2:33][CH2:34][CH2:35][CH2:36]Cl)(=[O:32])=[O:31])[C:24]1[CH:29]=[CH:28][CH:27]=[CH:26][CH:25]=1>>[ClH:20].[NH2:3][C:4]1[C:19]([Cl:20])=[CH:18][C:7]([C:8]([NH:10][CH2:11][CH:12]2[CH2:13][CH2:14][N:15]([CH2:36][CH2:35][CH2:34][CH2:33][S:30]([CH2:23][C:24]3[CH:29]=[CH:28][CH:27]=[CH:26][CH:25]=3)(=[O:31])=[O:32])[CH2:16][CH2:17]2)=[O:9])=[C:6]([O:21][CH3:22])[CH:5]=1 |f:0.1.2,4.5|. Reactants: Cl.Cl.NC1=CC(=C(C(=O)NCC2CCNCC2)C=C1Cl)OC (4-Amino-5-chloro-2-methoxy-N-(piperidin-4-ylmethyl)benzamide dihydrochloride), C(C1=CC=CC=C1)S(=O)(=O)CCCCCl (4-(benzylsulfonyl)butyl chloride). The reactants are [OH-].[K+] (potassium hydroxide), CO (methanol), Cl (hydrochloric acid), ClC1=NC2=CC=C(C=C2C=C1)OCCCCS(=O)(=O)N(CCN1CCC(CC1)OCOC)CC1=C(C=CC=C1)Cl (2-chloro-6-[4-{N-(2-chlorobenzyl)-N-[2-(4-methoxymethoxy-1-piperidinyl)ethyl]aminosulfonyl}butoxy]quinoline). Run in C(C)(=O)O (acetic acid). Conditions: time 1 day. Yields the product ClC1=C(CN(S(=O)(=O)CCCCOC=2C=C3C=CC(NC3=CC2)=O)CCN2CCC(CC2)O)C=CC=C1 (6-[4-{N-(2-chlorobenzyl)-N-[2-(4-hydroxy-1-piperidinyl)ethyl]aminosulfonyl}butoxy]carbostyril). RXN SMILES: Cl[C:2]1[CH:11]=[CH:10][C:9]2[C:4](=[CH:5][CH:6]=[C:7]([O:12][CH2:13][CH2:14][CH2:15][CH2:16][S:17]([N:20]([CH2:33][C:34]3[CH:39]=[CH:38][CH:37]=[CH:36][C:35]=3[Cl:40])[CH2:21][CH2:22][N:23]3[CH2:28][CH2:27][CH:26]([O:29]COC)[CH2:25][CH2:24]3)(=[O:19])=[O:18])[CH:8]=2)[N:3]=1.C[OH:42].Cl.[OH-].[K+]>C(O)(=O)C>[Cl:40][C:35]1[CH:36]=[CH:37][CH:38]=[CH:39][C:34]=1[CH2:33][N:20]([CH2:21][CH2:22][N:23]1[CH2:24][CH2:25][CH:26]([OH:29])[CH2:27][CH2:28]1)[S:17]([CH2:16][CH2:15][CH2:14][CH2:13][O:12][C:7]1[CH:8]=[C:9]2[C:4](=[CH:5][CH:6]=1)[NH:3][C:2](=[O:42])[CH:11]=[CH:10]2)(=[O:18])=[O:19] |f:3.4|. Reported procedure: A solution of 2.63 g of 2-chloro-6-[4-{N-(2-chlorobenzyl)-N-[2-(4-methoxymethoxy-1-piperidinyl)ethyl]aminosulfonyl}butoxy]quinoline dissolved in 50 ml of acetic acid was refluxed for 3.5 hours. The solvent was removed by distillation under reduced pressure to obtain crude 6-[4-{N-(2-chlorobenzyl)-N-[2-(4-methoxymethoxy-1-piperidinyl)ethyl]aminosulfonyl}butoxy]carbostyril. To the substance were added 10 ml of methanol and 10 ml of a 5% aqueous hydrochloric acid solution. The mixture was stirred a... Reactants: Cn1ccc2c(Cl)ncnc21, ClCCl, O=C1CCC(=O)N1Br. Product: Cn1cc(Br)c2c(Cl)ncnc21. RXN SMILES: [Cl:1][c:2]1[c:3]2[c:4]([n:5][cH:6][n:7]1)[n:8]([CH3:11])[cH:9][cH:10]2.[Cl:20][CH2:21][Cl:22].[O:12]=[C:13]1[N:14]([Br:19])[C:15](=[O:16])[CH2:17][CH2:18]1>>[Cl:1][c:2]1[c:3]2[c:4]([n:5][cH:6][n:7]1)[n:8]([CH3:11])[cH:9][c:10]2[Br:19].